Dataset: the Open Reaction Database (ORD), a public repository of structured organic reaction records. Task: describe an organic reaction: reactants, conditions, products, and yield Reactants: CS(=O)(=O)C1=CC=C(OCCO)C=C1 (2-[4-(methylsulfonyl)phenoxy]ethanol), C([O-])([O-])=O.[K+].[K+] (potassium carbonate), ClCCO (2-chloroethanol), CSC1=CC=C(C=C1)O (4-(methylthio)phenol). The product is CSC1=CC=C(OCCO)C=C1 (2-[4-(methylthio)phenoxy]ethanol). As a reaction SMILES: [CH3:1][S:2]([C:5]1[CH:14]=[CH:13][C:8]([O:9][CH2:10][CH2:11][OH:12])=[CH:7][CH:6]=1)(=O)=O.ClCCO.CSC1C=CC(O)=CC=1.C(=O)([O-])[O-].[K+].[K+]>>[CH3:1][S:2][C:5]1[CH:14]=[CH:13][C:8]([O:9][CH2:10][CH2:11][OH:12])=[CH:7][CH:6]=1 |f:3.4.5|. Procedure details: To a solution of 20.5 g (0.095 mole) of 2-[4-(methylsulfonyl)phenoxy]ethanol (m.p. 96°-98° C.) [prepared by reacting 2-chloroethanol with 4-(methylthio)phenol and potassium carbonate, isolating the 2-[4-(methylthio)phenoxy]ethanol, m.p. 55°-56.5° C. and oxidizing with metachloroperoxybenzoic acid] and 12.25 g (0.12 mole) of triethylamine in a mixture of 200 ml of benzene and 500 ml of methylene chloride was slowly added a solution of 14.31 g (0.125 mole) of mesyl chloride in methylene chloride a... The reactants are N1CCCCC1 (piperidine), enamine, C1(CCC2=CC=CC=C12)=O (1-Indanone). The reagents and catalysts are [Ti] (titanium), Cl[Ti](Cl)(Cl)Cl (TiCl4). The solvent is C(Cl)Cl (CH2Cl2). Product: C1C=C(C2=CC=CC=C12)N1CCCCC1 (1-(1H-inden-3-yl)piperidine). The yield is 72.9%. Reaction SMILES: [NH:1]1[CH2:6][CH2:5][CH2:4][CH2:3][CH2:2]1.[C:7]1(=O)[C:15]2[C:10](=[CH:11][CH:12]=[CH:13][CH:14]=2)[CH2:9][CH2:8]1>C(Cl)Cl.[Ti].Cl[Ti](Cl)(Cl)Cl>[CH2:7]1[C:15]2[C:10](=[CH:11][CH:12]=[CH:13][CH:14]=2)[C:9]([N:1]2[CH2:6][CH2:5][CH2:4][CH2:3][CH2:2]2)=[CH:8]1. Procedure details: According to the general method for titanium catalyzed enamine formation of Example 7, dry piperidine (51.4 g, 600 mmol) was treated with TiCl4 (14.35 g, 75.7 mmol) in 400 mL of CH2Cl2 at 0° C. 1-Indanone (10.0 g, 75.6 mmol) was added at this temperature and the reaction mixture was brought to 25° C. 1H NMR analysis of a worked-up aliquot revealed complete conversion to product. Solvent was removed by rotary evaporation and the resulting dark oil and TiO2 residue was triturated with 300 mL of he... Reactants: CCOC(=O)C(C#N)=NOC(=O)Cl, Oc1cc(Cl)c(Cl)cc1Cl, c1ccncc1, c1ccccc1. Yields the product CCOC(=O)C(C#N)=NOC(=O)Oc1cc(Cl)c(Cl)cc1Cl. Reaction SMILES: [Cl:1][C:2](=[O:3])[O:4][N:5]=[C:6]([C:7](=[O:8])[O:9][CH2:10][CH3:11])[C:12]#[N:13].[OH:14][c:15]1[cH:16][c:17]([Cl:18])[c:19]([Cl:20])[cH:21][c:22]1[Cl:23].[cH:24]1[cH:25][cH:26][n:27][cH:28][cH:29]1.[cH:30]1[cH:31][cH:32][cH:33][cH:34][cH:35]1>>[C:2](=[O:3])([O:4][N:5]=[C:6]([C:7](=[O:8])[O:9][CH2:10][CH3:11])[C:12]#[N:13])[O:14][c:15]1[cH:16][c:17]([Cl:18])[c:19]([Cl:20])[cH:21][c:22]1[Cl:23].